From a dataset of the Open Reaction Database (ORD), a public repository of structured organic reaction records. describe an organic reaction: reactants, conditions, products, and yield Starting materials: O=C1N([C@@H]2CC[C@H](N1C2)C(=O)NN2CCN(CC2)C(=O)OC(C)(C)C)OS(=O)(=O)O (tert-Butyl 4-({[(2S,5R)-7-oxo-6-(sulfooxy)-1,6-diazabicyclo[3.2.1]oct-2-yl]carbonyl}amino)piperazine-1-carboxylate), FC(C(=O)O)(F)F (trifluoroacetic acid). Run in C(Cl)Cl (DCM). Reaction conditions: time 1 hour. The product is O=C1N([C@@H]2CC[C@H](N1C2)C(=O)NN2CCNCC2)OS(=O)(=O)O ((2S,5R)-7-oxo-N-(piperazin-1-yl)-6-(sulfooxy)-1,6-diazabicyclo[3.2.1]octane-2-carboxamide). As a reaction SMILES: [O:1]=[C:2]1[N:8]2[CH2:9][C@@H:4]([CH2:5][CH2:6][C@H:7]2[C:10]([NH:12][N:13]2[CH2:18][CH2:17][N:16](C(OC(C)(C)C)=O)[CH2:15][CH2:14]2)=[O:11])[N:3]1[O:26][S:27]([OH:30])(=[O:29])=[O:28].FC(F)(F)C(O)=O>C(Cl)Cl>[O:1]=[C:2]1[N:8]2[CH2:9][C@@H:4]([CH2:5][CH2:6][C@H:7]2[C:10]([NH:12][N:13]2[CH2:18][CH2:17][NH:16][CH2:15][CH2:14]2)=[O:11])[N:3]1[O:26][S:27]([OH:30])(=[O:28])=[O:29]. Procedure: To a solution of tert-butyl 4-({[(2S,5R)-7-oxo-6-(sulfooxy)-1,6-diazabicyclo[3.2.1]oct-2-yl]carbonyl}amino)piperazine-1-carboxylate 208 (0.12 g, 0.27 mmol) in DCM (12.5 mL) was added trifluoroacetic acid (1.0 mL, 12.96 mmol) dropwise at 0° C. The reaction mixture was stirred for 1 h, then evaporated. Ether was added to the residue and the resulting white precipitate was collected by centrifugation. The solid was triturated with acetonitrile (2×) and the white solid was collected by centrifugatio... Reactants: COC1(C=CC(C2=CC=CC=C12)=O)OC (4,4-dimethoxy-4H-naphthalen-1-one), C1(=CC=C(C=C1)S(=O)(=O)N1C=CC2=CC=CC=C12)C (1-(toluene4-sulfonyl)-1H-indole). The product is OC1(C=CC(C2=CC=CC=C12)=O)C=1N(C2=CC=CC=C2C1)S(=O)(=O)C1=CC=C(C=C1)C (4-hydroxy 4-[1-(toluene-4-sulfonyl)-1H-indol-2-yl]-4H-naphthalen-1-one). Isolated yield 23.0%. As a reaction SMILES: CO[C:3]1([O:14]C)[C:12]2[C:7](=[CH:8][CH:9]=[CH:10][CH:11]=2)[C:6](=[O:13])[CH:5]=[CH:4]1.[C:16]1([CH3:34])[CH:21]=[CH:20][C:19]([S:22]([N:25]2[C:33]3[C:28](=[CH:29][CH:30]=[CH:31][CH:32]=3)[CH:27]=[CH:26]2)(=[O:24])=[O:23])=[CH:18][CH:17]=1>>[OH:14][C:3]1([C:26]2[N:25]([S:22]([C:19]3[CH:20]=[CH:21][C:16]([CH3:34])=[CH:17][CH:18]=3)(=[O:24])=[O:23])[C:33]3[C:28]([CH:27]=2)=[CH:29][CH:30]=[CH:31][CH:32]=3)[C:12]2[C:7](=[CH:8][CH:9]=[CH:10][CH:11]=2)[C:6](=[O:13])[CH:5]=[CH:4]1. Reported procedure: The title compound was prepared from 4,4-dimethoxy-4H-naphthalen-1-one and 1-(toluene4-sulfonyl)-1H-indole, according to Method E, described above. Yield 23%; mp 110-112° C.; 1H NMR (CDCl3) δ 8.35-8.39 (dd, J=8 Hz, 1H), 8.04 (d, J=8 Hz,1H), 7.74-7.97 (m, 6H), 7.32-7.48 (m, 6H), 6.53 (d, J=10 Hz,1H), 2.52 (s, 3H); 13C NMR (CDCl3) δ 189.7, 154.0, 150.2, 149.8, 148.8, 143.6, 140.1, 137.9, 135.7, 134.8, 133.6, 132.3, 131.7, 131.3, 130.7, 129.3, 126.6, 120.4, 120.3, 74.8, 26.6; MS (AP+) m/z 430.09 (M... Reactants: CC(C)(C)C(=O)Cl, Nc1nc(Cl)c2ccnc-2[nH]1, c1ccncc1. The product is CC(C)(C)C(=O)Nc1nc(Cl)c2ccnc-2[nH]1. As a reaction SMILES: [C:12]([C:13]([CH3:14])([CH3:15])[CH3:16])(=[O:17])[Cl:18].[NH2:1][c:2]1[n:3][c:4]([Cl:11])[c:5]2[cH:10][cH:9][n:8][c:6]-2[nH:7]1.[cH:19]1[cH:20][cH:21][n:22][cH:23][cH:24]1>>[NH:1]([c:2]1[n:3][c:4]([Cl:11])[c:5]2[cH:10][cH:9][n:8][c:6]-2[nH:7]1)[C:12]([C:13]([CH3:14])([CH3:15])[CH3:16])=[O:17]. The reactants are ClC=1C=C(C=CC1OC(C)C)C1=NC(=NO1)C1=CC=CC=2CN(CCOC21)C(=O)OC(C)(C)C (1,1-Dimethylethyl 9-(5-{3-chloro-4-[(1-methylethyl)oxy]phenyl}-1,2,4-oxadiazol-3-yl)-2,3-dihydro-1,4-benzoxazepine-4(5H)-carboxylate), Cl (HCl). Run in O1CCOCC1 (1,4-dioxane), O1CCOCC1 (1,4-dioxane). Conditions: time 1 hour. Yields the product Cl.ClC=1C=C(C=CC1OC(C)C)C1=NC(=NO1)C1=CC=CC=2CNCCOC21 (9-(5-{3-Chloro-4-[(1-methylethyl)oxy]phenyl}-1,2,4-oxadiazol-3-yl)-2,3,4,5-tetrahydro-1,4-benzoxazepine hydrochloride). Yield: 129.6%. Reaction SMILES: [Cl:1][C:2]1[CH:3]=[C:4]([C:12]2[O:16][N:15]=[C:14]([C:17]3[C:27]4[O:26][CH2:25][CH2:24][N:23](C(OC(C)(C)C)=O)[CH2:22][C:21]=4[CH:20]=[CH:19][CH:18]=3)[N:13]=2)[CH:5]=[CH:6][C:7]=1[O:8][CH:9]([CH3:11])[CH3:10].Cl>O1CCOCC1>[ClH:1].[Cl:1][C:2]1[CH:3]=[C:4]([C:12]2[O:16][N:15]=[C:14]([C:17]3[C:27]4[O:26][CH2:25][CH2:24][NH:23][CH2:22][C:21]=4[CH:20]=[CH:19][CH:18]=3)[N:13]=2)[CH:5]=[CH:6][C:7]=1[O:8][CH:9]([CH3:11])[CH3:10] |f:3.4|. Procedure details: 1,1-Dimethylethyl 9-(5-{3-chloro-4-[(1-methylethyl)oxy]phenyl}-1,2,4-oxadiazol-3-yl)-2,3-dihydro-1,4-benzoxazepine-4(5H)-carboxylate (Preparation 66) (320 mg, 0.658 mmol) was dissolved in 1,4-dioxane (1 ml) and treated with HCl (2 ml, 8.00 mmol) in 1,4-dioxane. The reaction mixture was left at RT for 1 hr, evaporated and then triturated with ether to give the title compound (180 mg) as a white solid. MS (ES): C20H2035ClN3O3 requires 385; found 386 [M+H]+. The reactants are C([O-])(O)=O.[Na+] (sodium bicarbonate), C(C)C1(N(CCC2=C1C1=C(O2)C(=CC(=C1)S(=O)(=O)C1=CC=CC=C1)Cl)C(=O)OC(C)(C)C)C(=O)[O-] (2-tert-butyl 1-ethyl-6-chloro-8-(phenylsulfonyl)-3,4-dihydrobenzofuro[3,2-c]pyridine-1,2(1H)-dicarboxylate), Cl (HCl), ClCCl (dichloromethane). Run in O1CCOCC1 (dioxane). Conditions: time 3 hour. Yields the product ClC1=CC(=CC2=C1OC1=C2C(NCC1)C(=O)OCC)S(=O)(=O)C1=CC=CC=C1 (ethyl 6-chloro-8-(phenylsulfonyl)-1,2,3,4-tetrahydrobenzofuro[3,2-c]pyridine-1-carboxylate). Yield: 99.0%. As a reaction SMILES: C([C:3]1([C:33]([O-:35])=O)[C:8]2[C:9]3[CH:15]=[C:14]([S:16]([C:19]4[CH:24]=[CH:23][CH:22]=[CH:21][CH:20]=4)(=[O:18])=[O:17])[CH:13]=[C:12]([Cl:25])[C:10]=3[O:11][C:7]=2[CH2:6][CH2:5][N:4]1C(OC(C)(C)C)=O)C.Cl.[C:37](=[O:40])(O)[O-].[Na+].Cl[CH2:43]Cl>O1CCOCC1>[Cl:25][C:12]1[C:10]2[O:11][C:7]3[CH2:6][CH2:5][NH:4][CH:3]([C:33]([O:40][CH2:37][CH3:43])=[O:35])[C:8]=3[C:9]=2[CH:15]=[C:14]([S:16]([C:19]2[CH:24]=[CH:23][CH:22]=[CH:21][CH:20]=2)(=[O:18])=[O:17])[CH:13]=1 |f:2.3|. Procedure: To a stirred solution of the product of step C (60 mg, 0.12 mmol) in dichloromethane (2 mL) was added 4M HCl in dioxane (2 mL). The resulting solution was stirred at ambient temperature for 3 h. The solvents were removed in vacuo to afford a brown residue which was treated with saturated aqueous sodium bicarbonate (15 mL). The resulting solution was extracted with ethyl acetate (3×15 mL). The combined organic extracts were dried over anhydrous Na2SO4, filtered and the filtrate was concentrated i... Reactants: C(C1=CC=CC=C1)OC(N(CC(C)C)CC(C(CC1=CC=CC=C1)NC(=O)OC(C)(C)C)O)=O ((3-tert-Butoxycarbonylamino-2-hydroxy-4-phenyl-butyl)-isobutyl-carbamic acid benzyl ester), Cl (HCl). The solvent is CO (methanol), C(C)(C)O (isopropanol). Reaction conditions: time 64 hour. Product: [Cl-].C(C1=CC=CC=C1)C(C(CN(CC(C)C)C(=O)OCC1=CC=CC=C1)O)[NH3+] (1-Benzyl-3-(benzyloxycarbonyl-isobutyl-amino)-2-hydroxy-propyl-ammonium chloride). As a reaction SMILES: [CH2:1]([O:8][C:9](=[O:34])[N:10]([CH2:15][CH:16]([OH:33])[CH:17]([NH:25]C(OC(C)(C)C)=O)[CH2:18][C:19]1[CH:24]=[CH:23][CH:22]=[CH:21][CH:20]=1)[CH2:11][CH:12]([CH3:14])[CH3:13])[C:2]1[CH:7]=[CH:6][CH:5]=[CH:4][CH:3]=1.[ClH:35]>CO.C(O)(C)C>[Cl-:35].[CH2:18]([CH:17]([NH3+:25])[CH:16]([OH:33])[CH2:15][N:10]([C:9]([O:8][CH2:1][C:2]1[CH:3]=[CH:4][CH:5]=[CH:6][CH:7]=1)=[O:34])[CH2:11][CH:12]([CH3:14])[CH3:13])[C:19]1[CH:20]=[CH:21][CH:22]=[CH:23][CH:24]=1 |f:4.5|. Procedure: (3-tert-Butoxycarbonylamino-2-hydroxy-4-phenyl-butyl)-isobutyl-carbamic acid benzyl ester (3) (34.30 g, 72.90 mmol, 1 equiv) was dissolved in methanol (170 mL), followed by the addition of 5-6 N HCl in isopropanol (75 mL). The solution was stirred at room temperature for 64 h. Volatiles were evaporated under reduced pressure. The crude product was coevaporated with ethyl acetate (150 mL) to obtain 4 as a white solid (29.70 g, 72.90 mmol, quantitative). LRMS (ES+): m/z 371 [M+H]+. The reactants are C(C1=CC=CC=C1)OCC(CN1C(C=2C(C1=O)=CC=CC2)=O)OS(=O)(=O)C(F)(F)F (2-Benzyloxymethyl-2-(trifluoromethylsulfonyloxy)-1-phthalimido-ethane), [N-]=[N+]=[N-].[Na+] (sodium azide), [N-]=[N+]=[N-] (azide). Run in CN(C=O)C (dimethylformamide). Yields the product C(C1=CC=CC=C1)OCC(CN1C(C=2C(C1=O)=CC=CC2)=O)N=[N+]=[N-] (2-Benzyloxymethyl-2-azido-1-phthalimido-ethane). As a reaction SMILES: [CH2:1]([O:8][CH2:9][CH:10](OS(C(F)(F)F)(=O)=O)[CH2:11][N:12]1[C:16](=[O:17])[C:15]2=[CH:18][CH:19]=[CH:20][CH:21]=[C:14]2[C:13]1=[O:22])[C:2]1[CH:7]=[CH:6][CH:5]=[CH:4][CH:3]=1.[N-:31]=[N+:32]=[N-:33].[Na+].[N-]=[N+]=[N-]>CN(C)C=O>[CH2:1]([O:8][CH2:9][CH:10]([N:31]=[N+:32]=[N-:33])[CH2:11][N:12]1[C:16](=[O:17])[C:15]2=[CH:18][CH:19]=[CH:20][CH:21]=[C:14]2[C:13]1=[O:22])[C:2]1[CH:7]=[CH:6][CH:5]=[CH:4][CH:3]=1 |f:1.2|. Procedure details: 2-Benzyloxymethyl-2-(trifluoromethylsulfonyloxy)-1-phthalimido-ethane (8.5 g, 19.1 mmol) and sodium azide (2.5 g, 38.2 mmol) were stirred in dimethylformamide (80 ml) at 60° C. for 6 hours Under nitrogen. TLC in several systems was inconclusive because the Rf of the product was identical to the Rf of the starting material. A small sample was worked up and IR indicated full conversion to the azide. The reaction mixture was transferred to a 11 extraction funnel and distributed between ethyl acetat... Reactants: [Br-], O=C([O-])[O-], CCCN(C)C(=O)c1cc(NS(C)(=O)=O)c(F)c(C(=O)OCC)c1, CCCC[N+](CCCC)(CCCC)CCCC, CI, [K+], [K+], CN(C)C=O. Product: CCCN(C)C(=O)c1cc(C(=O)OCC)c(F)c(N(C)S(C)(=O)=O)c1. As a reaction SMILES: [Br-:38].[C:25](=[O:26])([O-:27])[O-:28].[CH2:1]([CH3:2])[O:3][C:4]([c:5]1[cH:6][c:7]([C:8](=[O:9])[N:10]([CH2:11][CH2:12][CH3:13])[CH3:14])[cH:15][c:16]([NH:19][S:20](=[O:21])(=[O:22])[CH3:23])[c:17]1[F:18])=[O:24].[CH3:39][CH2:40][CH2:41][CH2:42][N+:43]([CH2:44][CH2:45][CH2:46][CH3:47])([CH2:48][CH2:49][CH2:50][CH3:51])[CH2:52][CH2:53][CH2:54][CH3:55].[I:31][CH3:32].[K+:29].[K+:30].[O:33]=[CH:34][N:35]([CH3:36])[CH3:37]>>[CH2:1]([CH3:2])[O:3][C:4]([c:5]1[cH:6][c:7]([C:8](=[O:9])[N:10]([CH2:11][CH2:12][CH3:13])[CH3:14])[cH:15][c:16]([N:19]([S:20](=[O:21])(=[O:22])[CH3:23])[CH3:25])[c:17]1[F:18])=[O:24].